From a dataset of the Open Reaction Database (ORD), a public repository of structured organic reaction records. describe an organic reaction: reactants, conditions, products, and yield Starting materials: CCOC(=O)c1c(C=Cc2ccc(C(C)C)cc2Cl)csc1N, CC(=O)O, O=C1OC(=O)c2ccccc21. Yields the product CCOC(=O)c1c(C=Cc2ccc(C(C)C)cc2Cl)csc1N1C(=O)c2ccccc2C1=O. RXN SMILES: [CH2:1]([CH3:2])[O:3][C:4](=[O:5])[c:6]1[c:7]([NH2:23])[s:8][cH:9][c:10]1[CH:11]=[CH:12][c:13]1[c:14]([Cl:22])[cH:15][c:16]([CH:19]([CH3:20])[CH3:21])[cH:17][cH:18]1.[CH3:35][C:36](=[O:37])[OH:38].[O:24]=[C:25]1[O:26][C:27](=[O:28])[c:29]2[cH:30][cH:31][cH:32][cH:33][c:34]21>>[CH2:1]([CH3:2])[O:3][C:4](=[O:5])[c:6]1[c:7]([N:23]2[C:25](=[O:24])[c:34]3[c:29]([cH:30][cH:31][cH:32][cH:33]3)[C:27]2=[O:26])[s:8][cH:9][c:10]1[CH:11]=[CH:12][c:13]1[c:14]([Cl:22])[cH:15][c:16]([CH:19]([CH3:20])[CH3:21])[cH:17][cH:18]1. Starting materials: ClC1=NC=C(C(=N1)N(C(OC(C)(C)C)=O)C1=CC(=CC=C1)[N+](=O)[O-])F (tert-butyl (2-chloro-5-fluoropyrimidin-4-yl)(3-nitrophenyl)carbamate), CC(=O)C (acetone), CCCCCC.C(C)(=O)OCC (hexane ethyl acetate), [NH4+].[Cl-] (NH4Cl). Reagents/catalysts: [Zn] (Zn). Solvent: O (water), O (water). Reaction conditions: temperature 60 celsius, time 45 minute. The product is ClC1=NC=C(C(=N1)N(C(OC(C)(C)C)=O)C1=CC(=CC=C1)NO)F (tert-butyl (2-chloro-5-fluoropyrimidin-4-yl)(3-(hydroxyamino)phenyl)carbamate). RXN SMILES: [Cl:1][C:2]1[N:7]=[C:6]([N:8]([C:16]2[CH:21]=[CH:20][CH:19]=[C:18]([N+:22]([O-])=[O:23])[CH:17]=2)[C:9](=[O:15])[O:10][C:11]([CH3:14])([CH3:13])[CH3:12])[C:5]([F:25])=[CH:4][N:3]=1.CC(C)=O.[NH4+].[Cl-].CCCCCC.C(OCC)(=O)C>O.[Zn]>[Cl:1][C:2]1[N:7]=[C:6]([N:8]([C:16]2[CH:21]=[CH:20][CH:19]=[C:18]([NH:22][OH:23])[CH:17]=2)[C:9](=[O:15])[O:10][C:11]([CH3:14])([CH3:13])[CH3:12])[C:5]([F:25])=[CH:4][N:3]=1 |f:2.3,4.5|. Procedure: To a solution of tert-butyl (2-chloro-5-fluoropyrimidin-4-yl)(3-nitrophenyl)carbamate (0.78 g) in mixture of acetone (3 ml) and water (2 ml) was added NH4Cl (0.22 g) and the reaction mixture was heated to 60° C. Zn dust (289 mg) was added to the reaction mixture at 60° C. portion wise. The reaction mixture was stirred for 45 minute at 60° C. and monitored on TLC using hexane:ethyl acetate (3:7) as mobile phase. After completion of the reaction, the reaction mixture was poured in water. The produ... The reactants are CCn1nc(C)c2c(Cl)c3ccccc3nc21, CS(C)=O, ClCCl, Cl, NCc1ccccc1, [NH4+], [OH-], O. Yields the product CCn1nc(C)c2c(NCc3ccccc3)c3ccccc3nc21, Cl. Reaction SMILES: [CH2:1]([CH3:2])[n:3]1[n:4][c:5]([CH3:17])[c:6]2[c:7]1[n:8][c:9]1[cH:10][cH:11][cH:12][cH:13][c:14]1[c:15]2[Cl:16].[CH3:33][S:34]([CH3:35])=[O:36].[Cl:29][CH2:30][Cl:31].[ClH:28].[NH2:18][CH2:19][c:20]1[cH:21][cH:22][cH:23][cH:24][cH:25]1.[NH4+:27].[OH-:26].[OH2:32]>>[CH2:1]([CH3:2])[n:3]1[n:4][c:5]([CH3:17])[c:6]2[c:7]1[n:8][c:9]1[cH:10][cH:11][cH:12][cH:13][c:14]1[c:15]2[NH:18][CH2:19][c:20]1[cH:21][cH:22][cH:23][cH:24][cH:25]1.[ClH:16]. Reactants: CN1C2=C(OCC1=O)C=C(C=N2)Br (4-Methyl-7-bromo-2H-pyrido[3,2-b]-1,4-oxazin-3(4H)-one), C1(=C(C=CC=C1)P(C1=C(C=CC=C1)C)C1=C(C=CC=C1)C)C (tri-o-tolylphosphine), C(C)(=O)OC(=C)C (isopropenyl acetate), C[O-].C(CCC)[Sn+](CCCC)CCCC (tributyltin methoxide). Reagents/catalysts: C(C)(=O)[O-].[Pd+2].C(C)(=O)[O-] (palladium acetate). Run in C1=CC=CC=C1 (benzene). Conditions: temperature 70 celsius. Product: CN1C2=C(OCC1=O)C=C(C=N2)CC(C)=O (4-methyl-7-(2'-oxopropyl)-2H-pyrido[3,2-b]-1,4-oxazin-3(4H)-one). As a reaction SMILES: [CH3:1][N:2]1[C:7](=[O:8])[CH2:6][O:5][C:4]2[CH:9]=[C:10](Br)[CH:11]=[N:12][C:3]1=2.C1(C)C=CC=CC=1P(C1C=CC=CC=1C)C1C=CC=CC=1C.C([O:39][C:40]([CH3:42])=[CH2:41])(=O)C.C[O-].C([Sn+](CCCC)CCCC)CCC>C1C=CC=CC=1.C([O-])(=O)C.[Pd+2].C([O-])(=O)C>[CH3:1][N:2]1[C:7](=[O:8])[CH2:6][O:5][C:4]2[CH:9]=[C:10]([CH2:41][C:40](=[O:39])[CH3:42])[CH:11]=[N:12][C:3]1=2 |f:3.4,6.7.8|. Reported procedure: 4-Methyl-7-bromo-2H-pyrido[3,2-b]-1,4-oxazin-3(4H)-one (3 g) (0.012 mole) in 80 ml of benzene is treated with 365 mg tri-o-tolylphosphine, 138 mg palladium acetate, 1.87 g (0.018 mole) of isopropenyl acetate and 5.9 g (0.18 mole) of tributyltin methoxide. The mixture is heated to 70° C. for 25 hours. The reaction mixture is then quenched with 20 ml sat. ammonium chloride and diluted with 50 ml ethyl acetate. The organic phase separates, dried over sodium sulfate and concentrated to dryness. The ... Reactants: C(C)(C)(C)OC(=O)N[C@H]1C(NC2=CC=CC=C2C1)=O ((R)-3-t-butyloxycarbonylamino-3,4-dihydrocarbostyril), Cl (hydrogen chloride). Solvent: O1CCOCC1 (1,4-dioxane). Product: Cl.N[C@H]1C(NC2=CC=CC=C2C1)=O ((R)-3-amino-3,4-dihydrocarbostyril hydrochloride). RXN SMILES: C(OC([NH:8][C@@H:9]1[CH2:18][C:17]2[C:12](=[CH:13][CH:14]=[CH:15][CH:16]=2)[NH:11][C:10]1=[O:19])=O)(C)(C)C.[ClH:20]>O1CCOCC1>[ClH:20].[NH2:8][C@@H:9]1[CH2:18][C:17]2[C:12](=[CH:13][CH:14]=[CH:15][CH:16]=2)[NH:11][C:10]1=[O:19] |f:3.4|. Procedure details: (R)-3-t-butyloxycarbonylamino-3,4-dihydrocarbostyril (178 mg) was dissolved in 4 M hydrogen chloride in 1,4-dioxane solution (10 mL) at 0° C. After 1 h the solution was slowly warmed to room temperature over 2 h. The solvent was evaporated under vacuum, and the residue was twice taken up in toluene (10 mL) and evaporated under vacuum to provide (R)-3-amino-3,4-dihydrocarbostyril hydrochloride, a white solid (132 mg). The reactants are C(=O)(O)CC1=CC=C(CCCNC2=C(C=C(C(=C2)OC)OC)[C@H]2CC=3C=CC(=CC3CC2)OC(C(C)(C)C)=O)C=C1 (pivalic acid (R)-6-{2-[(4-carboxymethylbenzyl)ethylamino]-4,5-dimethoxyphenyl}-5,6,7,8-tetrahydronaphthalen-2-yl ester), Cl.C12CCC(CC1)N2 (7-azabicyclo[2.2.1]heptane hydrochloride). Product: C12CCC(CC1)N2CCC2=CC=C(CCCNC1=C(C=C(C(=C1)OC)OC)[C@H]1CC=3C=CC(=CC3CC1)O)C=C2 ((R)-6-{2-{{4-[2-(7-Azabicyclo[2.2.1]hept-7-yl)ethyl]benzyl}ethylamino}-4,5-dimethoxyphenyl}-5,6,7,8-tetrahydronaphthalen-2-ol). The yield is 13.1%. RXN SMILES: [C:1]([CH2:4][C:5]1[CH:41]=[CH:40][C:8]([CH2:9][CH2:10][CH2:11][NH:12][C:13]2[CH:18]=[C:17]([O:19][CH3:20])[C:16]([O:21][CH3:22])=[CH:15][C:14]=2[C@@H:23]2[CH2:32][CH2:31][C:30]3[CH:29]=[C:28]([O:33]C(=O)C(C)(C)C)[CH:27]=[CH:26][C:25]=3[CH2:24]2)=[CH:7][CH:6]=1)(O)=O.Cl.[CH:43]12[NH:49][CH:46]([CH2:47][CH2:48]1)[CH2:45][CH2:44]2>>[CH:46]12[N:49]([CH2:1][CH2:4][C:5]3[CH:6]=[CH:7][C:8]([CH2:9][CH2:10][CH2:11][NH:12][C:13]4[CH:18]=[C:17]([O:19][CH3:20])[C:16]([O:21][CH3:22])=[CH:15][C:14]=4[C@@H:23]4[CH2:32][CH2:31][C:30]5[CH:29]=[C:28]([OH:33])[CH:27]=[CH:26][C:25]=5[CH2:24]4)=[CH:40][CH:41]=3)[CH:43]([CH2:48][CH2:47]1)[CH2:44][CH2:45]2 |f:1.2|. Procedure: Synthesized from pivalic acid (R)-6-{2-[(4-carboxymethylbenzyl)ethylamino]-4,5-dimethoxyphenyl}-5,6,7,8-tetrahydronaphthalen-2-yl ester (19 mg) and 7-azabicyclo[2.2.1]heptane hydrochloride (20 mg) according to an analogous synthetic method to Example 715 and purified by LC-MS, the title compound (2.4 mg) was obtained. Reactants: NC(CO)CO (serinol), OCC(=O)CO (1,3-dihydroxyacetone), [H][H] (hydrogen). The reagents and catalysts are [Ni] (Raney nickel). Run in CO (methanol). Yields the product N(C(CO)CO)C(CO)CO (2,2′-iminobis-1,3-propanediol). The yield is 75.7%. As a reaction SMILES: [NH2:1][CH:2]([CH2:5][OH:6])[CH2:3][OH:4].[OH:7][CH2:8][C:9]([CH2:11][OH:12])=O.[H][H]>[Ni].CO>[NH:1]([CH:9]([CH2:11][OH:12])[CH2:8][OH:7])[CH:2]([CH2:5][OH:6])[CH2:3][OH:4]. Procedure details: In an autoclave, a mixture of serinol (10.6 g, 0.12 mol), 1,3-dihydroxyacetone (10.4 g, 0.12 mol), and Raney nickel (1 g, wet) in methanol (100 ml) was heated to 65° C. under 250 psi hydrogen pressure for 3 h. The autoclave was cooled to ambient temperature and depressurized. The resulting reaction mixture was filtered to remove the catalyst. The filtrate was evaporated under vacuum to remove ammonia and most of the water. The residue was dissolved in a 1:1 mixture of 2-butanol and tetrahydrofur... Reactants: ClS(=O)(=O)O (Chlorosulphonic acid), NC(CO)(CC=CC)CC ((+-)-2-Amino-2-ethylhex-4-en-1-ol). The solvent is C(C)#N (acetonitrile). Yields the product C(C=CC)C1(NC1)CC ((+-)-2-But-2-enyl-2-ethylaziridine). Yield: 57.0%. RXN SMILES: ClS(O)(=O)=O.[NH2:6][C:7]([CH2:14][CH3:15])([CH2:10][CH:11]=[CH:12][CH3:13])[CH2:8]O>C(#N)C>[CH2:10]([C:7]1([CH2:14][CH3:15])[CH2:8][NH:6]1)[CH:11]=[CH:12][CH3:13]. Procedure: Chlorosulphonic acid (18 mL) was added to a solution of the product from step (e) (32.3 g) in acetonitrile (100 ml) at least 9° C. When addition was complete, the mixture was warmed to room temperature. The resulting crystals were filtered off, washed with acetonitrile/pet. ether, dried, taken up in a mixture of 50% w/v aqu. KOH (100 mL) and water (55 mL) and distilled over KOH to give the desired product as a colourless oil (16.1 g). 1H NMR consistent with the proposed structure.